From a dataset of the Open Reaction Database (ORD), a public repository of structured organic reaction records. describe an organic reaction: reactants, conditions, products, and yield Procedure details: To a solution of 2-amino-N-(2-hydroxy-4-methoxy-phenyl)-5-[1-(1-methyl-4-piperidyl)pyrazol-4-yl]pyridine-3-carboxamide (110 mg) in acetic acid (1.8 ml) was added TFA (1.8 ml). The clear mixture was sealed into a microwave tube. The reaction was heated to 200° C. a 300 W microwave for 20 minutes. The solvents were evaporated. The residue was trituratred in diethyl ether, dried to give a yellow solid. The solid was dissolved in DMF (1.5 ml) and two drops of a 30% aqueous ammonia solution. The prec... The yield is 23.7%. As a reaction SMILES: [NH2:1][C:2]1[C:7]([C:8]([NH:10][C:11]2[CH:16]=[CH:15][C:14]([O:17][CH3:18])=[CH:13][C:12]=2[OH:19])=O)=[CH:6][C:5]([C:20]2[CH:21]=[N:22][N:23]([CH:25]3[CH2:30][CH2:29][N:28]([CH3:31])[CH2:27][CH2:26]3)[CH:24]=2)=[CH:4][N:3]=1.C(O)(C(F)(F)F)=O.N>C(O)(=O)C.CN(C=O)C>[CH3:18][O:17][C:14]1[CH:15]=[CH:16][C:11]2[N:10]=[C:8]([C:7]3[C:2]([NH2:1])=[N:3][CH:4]=[C:5]([C:20]4[CH:21]=[N:22][N:23]([CH:25]5[CH2:30][CH2:29][N:28]([CH3:31])[CH2:27][CH2:26]5)[CH:24]=4)[CH:6]=3)[O:19][C:12]=2[CH:13]=1. Run at temperature 200 celsius. Reactants: NC1=NC=C(C=C1C(=O)NC1=C(C=C(C=C1)OC)O)C=1C=NN(C1)C1CCN(CC1)C (2-amino-N-(2-hydroxy-4-methoxy-phenyl)-5-[1-(1-methyl-4-piperidyl)pyrazol-4-yl]pyridine-3-carboxamide), C(=O)(C(F)(F)F)O (TFA), N (ammonia). Product: COC1=CC2=C(N=C(O2)C=2C(=NC=C(C2)C=2C=NN(C2)C2CCN(CC2)C)N)C=C1 (3-(6-methoxy-1,3-benzoxazol-2-yl)-5-[1-(1-methyl-4-piperidyl)pyrazol-4-yl]pyridin-2-amine). Run in CN(C)C=O (DMF), C(C)(=O)O (acetic acid). The reactants are CC1(OC(=CC1=O)\C=C\C1=CSC=C1)C1=CC=CC=C1 ((E)-2-methyl-2-phenyl-5-[2-(3-thienyl)ethenyl]-3(2H)-furanone), C(CS)S (1,2-ethanedithiol). Product: SCCSC(CC1=CC(C(O1)(C1=CC=CC=C1)C)=O)C1=CSC=C1 (5-[2-[(2-mercaptoethyl)thio]-2-(3-thienyl)ethyl]-2-methyl-2-phenylfuran-3(2H)-one). Reaction SMILES: [CH3:1][C:2]1([C:15]2[CH:20]=[CH:19][CH:18]=[CH:17][CH:16]=2)[C:6](=[O:7])[CH:5]=[C:4](/[CH:8]=[CH:9]/[C:10]2[CH:14]=[CH:13][S:12][CH:11]=2)[O:3]1.[CH2:21]([SH:24])[CH2:22][SH:23]>>[SH:23][CH2:22][CH2:21][S:24][CH:9]([C:10]1[CH:14]=[CH:13][S:12][CH:11]=1)[CH2:8][C:4]1[O:3][C:2]([CH3:1])([C:15]2[CH:20]=[CH:19][CH:18]=[CH:17][CH:16]=2)[C:6](=[O:7])[CH:5]=1. Procedure: According to the procedure of Method A, Example 1, (E)-2-methyl-2-phenyl-5-[2-(3-thienyl)ethenyl]-3(2H)-furanone was reacted with 1,2-ethanedithiol to provide 5-[2-[(2-mercaptoethyl)thio]-2-(3-thienyl)ethyl]-2-methyl-2-phenylfuran-3(2H)-one: 1H NMR (CDCl3) δ1.63 (m, 1H) and overlapping 1.65 and 1.68 (singlets, 3H), 2.47-2.80 (m, 4H), 3.07-3.25 (m, 2H), 4.47 (m, 1H), 5.37 and 5.39 (singlets, 1H), 7.05-7.18 (m, 2H), 7.25-7.45 (m, 6H); MS (HR-EI) m/z 376.0605 (M+ calcd. for C19H20O2S3 376.0626). RXN SMILES: [CH:1]1([N:7]2[CH2:11][CH2:10][CH:9]([CH2:12][C:13]3[C:18]([Cl:19])=[CH:17][C:16]([C:20]4[CH:25]=[CH:24][C:23]([C:26]([N:28]5[CH2:33][CH2:32][NH:31][CH2:30][CH2:29]5)=[O:27])=[CH:22][CH:21]=4)=[CH:15][C:14]=3[Cl:34])[C:8]2=[O:35])[CH2:6][CH2:5][CH2:4][CH2:3][CH2:2]1.[OH-].[Na+].[C:38](Cl)(=[O:40])[CH3:39]>ClCCl>[C:38]([N:31]1[CH2:30][CH2:29][N:28]([C:26]([C:23]2[CH:22]=[CH:21][C:20]([C:16]3[CH:15]=[C:14]([Cl:34])[C:13]([CH2:12][CH:9]4[CH2:10][CH2:11][N:7]([CH:1]5[CH2:6][CH2:5][CH2:4][CH2:3][CH2:2]5)[C:8]4=[O:35])=[C:18]([Cl:19])[CH:17]=3)=[CH:25][CH:24]=2)=[O:27])[CH2:33][CH2:32]1)(=[O:40])[CH3:39] |f:1.2|. The solvent is ClCCl (dichloromethane), ClCCl (dichloromethane). Isolated yield 73.9%. Product: C(C)(=O)N1CCN(CC1)C(=O)C1=CC=C(C=C1)C1=CC(=C(C(=C1)Cl)CC1C(N(CC1)C1CCCCC1)=O)Cl (3-[4′-(4-acetyl-piperazine-1-carbonyl)-3,5-dichloro-biphenyl-4-ylmethyl]-1-cyclohexyl-pyrrolidin-2-one). Reactants: [OH-].[Na+] (sodium hydroxide), C(C)(=O)Cl (acetyl chloride), C1(CCCCC1)N1C(C(CC1)CC1=C(C=C(C=C1Cl)C1=CC=C(C=C1)C(=O)N1CCNCC1)Cl)=O (racemic 1-cyclohexyl-3-[3,5-dichloro-4′-(piperazine-1-carbonyl)-biphenyl-4-ylmethyl]-pyrrolidin-2-one). Procedure details: Dissolve racemic 1-cyclohexyl-3-[3,5-dichloro-4′-(piperazine-1-carbonyl)-biphenyl-4-ylmethyl]-pyrrolidin-2-one (0.082 g, 0.158 mmol) in dichloromethane (5 mL), add 1.0 N sodium hydroxide solution (0.5 mL) and acetyl chloride (0.020 mL, 0.281 mmol). Stir the mixture, sealed, overnight at room temperature. Dilute reaction with dichloromethane (20 mL) and wash with 1.0 N sodium hydroxide (10 mL) then brine (5 mL). Collect the organic phase, dry over anhydrous magnesium sulfate and concentrate under... Starting materials: Cc1nc2scc(C)n2c(=O)c1CCBr, Br, Br, Br, CN(C)C=O, Fc1ccc(Cn2c(NC3CCNCC3)nc3ccccc32)cc1, [Na+], [Na+], O=C([O-])[O-]. Yields the product Cc1nc2scc(C)n2c(=O)c1CCN1CCC(Nc2nc3ccccc3n2Cc2ccc(F)cc2)CC1. Reaction SMILES: [Br:2][CH2:3][CH2:4][c:5]1[c:6]([CH3:16])[n:7][c:8]2[n:9]([c:10]1=[O:11])[c:12]([CH3:15])[cH:13][s:14]2.[BrH:17].[BrH:18].[BrH:1].[CH3:49][N:50]([CH3:51])[CH:52]=[O:53].[F:19][c:20]1[cH:21][cH:22][c:23]([CH2:26][n:27]2[c:28]([NH:36][CH:37]3[CH2:38][CH2:39][NH:40][CH2:41][CH2:42]3)[n:29][c:30]3[c:31]2[cH:32][cH:33][cH:34][cH:35]3)[cH:24][cH:25]1.[Na+:43].[Na+:44].[O-:45][C:46](=[O:47])[O-:48]>>[CH2:3]([CH2:4][c:5]1[c:6]([CH3:16])[n:7][c:8]2[n:9]([c:10]1=[O:11])[c:12]([CH3:15])[cH:13][s:14]2)[N:40]1[CH2:39][CH2:38][CH:37]([NH:36][c:28]2[n:27]([CH2:26][c:23]3[cH:22][cH:21][c:20]([F:19])[cH:25][cH:24]3)[c:31]3[c:30]([n:29]2)[cH:35][cH:34][cH:33][cH:32]3)[CH2:42][CH2:41]1. The reactants are NCC=1C(=NC(=CC1C)C)O (3-(aminomethyl)-4,6-dimethylpyridin-2-ol), CC1=NN(C=C1C(=O)O)C(C)C1=CC=CC=C1 (3-methyl-1-(1-phenylethyl)-1H-pyrazole-4-carboxylic acid), Cl.C(C)N=C=NCCCN(C)C (1-ethyl-3-(3-dimethylaminopropyl)carbodiimide hydrochloride), C1=CC=C2C(=C1)N=NN2O.N (N-hydroxybenzotrizole). The solvent is O (water), ClCCl (dichloromethane), C(C)N(CC)CC (triethylamine). Conditions: temperature 25 celsius, time 0.5 hour. Product: OC1=NC(=CC(=C1CNC(=O)C=1C(=NN(C1)C(C)C1=CC=CC=C1)C)C)C (N-((2-hydroxy-4,6-dimethylpyridin-3-yl)methyl)-3-methyl-1-(1-phenylethyl)-1H-pyrazole-4-carboxamide). Yield: 59.1%. RXN SMILES: [CH3:1][C:2]1[C:6]([C:7]([OH:9])=O)=[CH:5][N:4]([CH:10]([C:12]2[CH:17]=[CH:16][CH:15]=[CH:14][CH:13]=2)[CH3:11])[N:3]=1.Cl.C(N=C=NCCCN(C)C)C.C1C=C2N=NN(O)C2=CC=1.N.[NH2:41][CH2:42][C:43]1[C:44]([OH:51])=[N:45][C:46]([CH3:50])=[CH:47][C:48]=1[CH3:49]>O.ClCCl.C(N(CC)CC)C>[OH:51][C:44]1[C:43]([CH2:42][NH:41][C:7]([C:6]2[C:2]([CH3:1])=[N:3][N:4]([CH:10]([C:12]3[CH:17]=[CH:16][CH:15]=[CH:14][CH:13]=3)[CH3:11])[CH:5]=2)=[O:9])=[C:48]([CH3:49])[CH:47]=[C:46]([CH3:50])[N:45]=1 |f:1.2,3.4|. Procedure: A mixture of 3-methyl-1-(1-phenylethyl)-1H-pyrazole-4-carboxylic acid (60 mg, 0.26 mmol), 1-ethyl-3-(3-dimethylaminopropyl)carbodiimide hydrochloride (95 mg, 0.5 mmol), N-hydroxybenzotrizole (67 mg, 0.5 mmol), triethylamine (0.1 mL) and dichloromethane (5 mL) was stirred at 25° C. for 0.5 hours. And then 3-(aminomethyl)-4,6-dimethylpyridin-2-ol (50 mg, 0.33 mmol) was added. The mixture was stirred at 25° C. for 12 hours. To the mixture, water (10 ml) was added and the mixture was extracted with ... Starting materials: ClC1=CC(=NC=N1)N1NC=C(C1=O)C=1C=NC=CC1 (2-(6-Chloropyrimidin-4-yl)-4-pyridin-3-yl-1,2-dihydro-3H-pyrazol-3-one), COCCN (2-methoxyethylamine), C(C)(C)N(C(C)C)CC (N,N-diisopropylethylamine). Solvent: C(CCC)O (n-butanol). The product is Cl.COCCNC1=CC(=NC=N1)N1NC=C(C1=O)C=1C=NC=CC1 (2-{6-[(2-Methoxyethyl)amino]pyrimidin-4-yl}-4-pyridin-3-yl-1,2-dihydro-3H-pyrazol-3-one hydrochloride). As a reaction SMILES: [Cl:1][C:2]1[N:7]=[CH:6][N:5]=[C:4]([N:8]2[C:12](=[O:13])[C:11]([C:14]3[CH:15]=[N:16][CH:17]=[CH:18][CH:19]=3)=[CH:10][NH:9]2)[CH:3]=1.[CH3:20][O:21][CH2:22][CH2:23][NH2:24].C(N(CC)C(C)C)(C)C>C(O)CCC>[ClH:1].[CH3:20][O:21][CH2:22][CH2:23][NH:24][C:2]1[N:7]=[CH:6][N:5]=[C:4]([N:8]2[C:12](=[O:13])[C:11]([C:14]3[CH:15]=[N:16][CH:17]=[CH:18][CH:19]=3)=[CH:10][NH:9]2)[CH:3]=1 |f:4.5|. Procedure details: 100 mg (0.4 mmol) of the compound from Example 23, 64 μl (55 mg, 0.7 mmol) of 2-methoxyethylamine and 127 μl of N,N-diisopropylethylamine (94 mg, 0.7 mmol) are stirred in 3 ml of n-butanol under reflux for 1.5 h. The solvent is then removed completely on a rotary evaporator. The residue is stirred with diethyl ether/methanol, the precipitate is filtered off and the filter residue is washed with diethyl ether. The solid is stirred in 1.5 ml of 1 N hydrochloric acid and concentrated again, and the... Reaction conditions: temperature 90 celsius. Procedure details: To a vial charged with 3-bromo-2-methylaniline (1.207 g, 6.49 mmol) was added IPA (12.98 ml) and 5-(methoxymethylene)-2,2-dimethyl-1,3-dioxane-4,6-dione (1.208 g, 6.49 mmol) respectively. The mixture was heated to 90° C. for 2 hr providing a brown solution which was cooled to room temp affording an orange precipitate which was collected by vacuum filtration affording 5-(((3-bromo-2-methylphenyl)amino)methylene)-2,2-dimethyl-1,3-dioxane-4,6-dione (1.71 g, 5.03 mmol, 77% yield). This solid was tra... The yield is 77.5%. Run in CC(C)O (IPA). The reactants are COC=C1C(OC(OC1=O)(C)C)=O (5-(methoxymethylene)-2,2-dimethyl-1,3-dioxane-4,6-dione), BrC=1C(=C(N)C=CC1)C (3-bromo-2-methylaniline). Yields the product BrC=1C(=C(C=CC1)NC=C1C(OC(OC1=O)(C)C)=O)C (5-(((3-bromo-2-methylphenyl)amino)methylene)-2,2-dimethyl-1,3-dioxane-4,6-dione). RXN SMILES: [Br:1][C:2]1[C:3]([CH3:9])=[C:4]([CH:6]=[CH:7][CH:8]=1)[NH2:5].CO[CH:12]=[C:13]1[C:18](=[O:19])[O:17][C:16]([CH3:21])([CH3:20])[O:15][C:14]1=[O:22]>CC(O)C>[Br:1][C:2]1[C:3]([CH3:9])=[C:4]([NH:5][CH:12]=[C:13]2[C:14](=[O:22])[O:15][C:16]([CH3:20])([CH3:21])[O:17][C:18]2=[O:19])[CH:6]=[CH:7][CH:8]=1. Reactants: [Ba+2], O=C([O-])[O-], O=C([O-])[O-], CCOC(C)=O, OC(C#Cc1cc(C(F)(F)F)ccc1Cl)(CF)CF, [Pd+2], c1ccncc1. The product is OC(C=Cc1cc(C(F)(F)F)ccc1Cl)(CF)CF. As a reaction SMILES: [Ba+2:30].[C:26](=[O:27])([O-:28])[O-:29].[C:32](=[O:33])([O-:34])[O-:35].[CH3:36][CH2:37][O:38][C:39](=[O:40])[CH3:41].[Cl:1][c:2]1[c:3]([C:12]#[C:13][C:14]([CH2:15][F:16])([OH:17])[CH2:18][F:19])[cH:4][c:5]([C:8]([F:9])([F:10])[F:11])[cH:6][cH:7]1.[Pd+2:31].[cH:20]1[cH:21][cH:22][n:23][cH:24][cH:25]1>>[Cl:1][c:2]1[c:3]([CH:12]=[CH:13][C:14]([CH2:15][F:16])([OH:17])[CH2:18][F:19])[cH:4][c:5]([C:8]([F:9])([F:10])[F:11])[cH:6][cH:7]1.